This data is from the Open Reaction Database (ORD), a public repository of structured organic reaction records. The task is: describe an organic reaction: reactants, conditions, products, and yield As a reaction SMILES: Br[C:2]1[CH:3]=[C:4]([C:10]2[CH:24]=[CH:23][C:22]([C:25]([F:28])([F:27])[F:26])=[CH:21][C:11]=2[CH2:12][N:13]([CH2:19][CH3:20])[C:14]([CH:16]2[CH2:18][CH2:17]2)=[O:15])[C:5]([O:8][CH3:9])=[N:6][CH:7]=1.[CH3:29][Si:30]([C:33]#[CH:34])([CH3:32])[CH3:31].C(Cl)Cl.O>C(N(CC)CC)C.[Cu](I)I.Cl[Pd](Cl)([P](C1C=CC=CC=1)(C1C=CC=CC=1)C1C=CC=CC=1)[P](C1C=CC=CC=1)(C1C=CC=CC=1)C1C=CC=CC=1>[CH2:19]([N:13]([CH2:12][C:11]1[CH:21]=[C:22]([C:25]([F:28])([F:27])[F:26])[CH:23]=[CH:24][C:10]=1[C:4]1[C:5]([O:8][CH3:9])=[N:6][CH:7]=[C:2]([C:34]#[C:33][Si:30]([CH3:32])([CH3:31])[CH3:29])[CH:3]=1)[C:14]([CH:16]1[CH2:18][CH2:17]1)=[O:15])[CH3:20] |^1:51,70|. Reported procedure: Cyclopropanecarboxylic acid [2-(5-bromo-2-methoxy-pyridin-3-yl)-5-trifluoromethyl-benzyl]-ethyl-amide (0.215 g, 0.47 mmol), (trimethylsilyl)acetylene (0.07 mL, 0.47 mmol), and copper iodide (0.012 g, 0.05 mmol) were combined in triethylamine (2 mL), and the solution was purged with N2 for 25 minutes. Dichlorobis(triphenylphosphine)palladium(II) (0.039 g, 0.05 mmol) was added, and the reaction was stirred at room temperature overnight. The mixture was worked-up with CH2Cl2 and H2O, and the combin... Solvent: C(C)N(CC)CC (triethylamine). Reactants: BrC=1C=C(C(=NC1)OC)C1=C(CN(C(=O)C2CC2)CC)C=C(C=C1)C(F)(F)F (Cyclopropanecarboxylic acid [2-(5-bromo-2-methoxy-pyridin-3-yl)-5-trifluoromethyl-benzyl]-ethyl-amide), O (H2O), C[Si](C)(C)C#C ((trimethylsilyl)acetylene), C(Cl)Cl (CH2Cl2). Conditions: time 8 hour. The reagents and catalysts are Cl[Pd]([P](C1=CC=CC=C1)(C2=CC=CC=C2)C3=CC=CC=C3)([P](C4=CC=CC=C4)(C5=CC=CC=C5)C6=CC=CC=C6)Cl (Dichlorobis(triphenylphosphine)palladium(II)), [Cu](I)I (copper iodide). Yields the product C(C)N(C(=O)C1CC1)CC1=C(C=CC(=C1)C(F)(F)F)C=1C(=NC=C(C1)C#C[Si](C)(C)C)OC (cyclopropanecarboxylic acid ethyl-[2-(2-methoxy-5-trimethylsilanylethynyl-pyridin-3-yl)-5-trifluoromethyl-benzyl]-amide). Starting materials: resultant mixture, C(C)N1CCC(CC1)CC1=C(C=CC(=C1)F)S(=O)(=O)Cl (2-(1-Ethylpiperidine-4-ylmethyl)-4-fluorobenzenesulfonyl chloride), C(C)N1CCC(CC1)CC1=C(C=CC(=C1)F)S(=O)(=O)Cl (2-(1-Ethylpiperidine-4-ylmethyl)-4-fluorobenzenesulfonyl chloride), NC1=CC=C2C3C(COC2=C1C(=O)OC)C3 (Methyl (1aRS,7bSR)-5-amino-1,1a,2,7b-tetrahydrocyclopropa[c]chromene-4-carboxylate), NC1=CC=C2C3C(COC2=C1C(=O)OC)C3 (Methyl (1aRS,7bSR)-5-amino-1,1a,2,7b-tetrahydrocyclopropa[c]chromene-4-carboxylate). Solvent: C(Cl)Cl (DCM), N1=CC=CC=C1 (pyridine). Procedure: 2-(1-Ethylpiperidine-4-ylmethyl)-4-fluorobenzenesulfonyl chloride (Intermediate 178, 0.165 g) was added to a solution of methyl (1aRS,7bSR)-5-amino-1,1a,2,7b-tetrahydrocyclopropa-[c]chromene-4-carboxylate (Intermediate 42, 0.290 g) in DCM (5 mL) and pyridine (1 mL) and the resultant mixture was stirred at room temperature for 21 hours. The mixture was evaporated to dryness and the residue was purified by chromatography on silica eluting with a mixture of 2M NH3 in methanol and DCM with a gradien... Yield: 77.1%. As a reaction SMILES: [CH2:1]([N:3]1[CH2:8][CH2:7][CH:6]([CH2:9][C:10]2[CH:15]=[C:14]([F:16])[CH:13]=[CH:12][C:11]=2[S:17](Cl)(=[O:19])=[O:18])[CH2:5][CH2:4]1)[CH3:2].[NH2:21][C:22]1[C:31]([C:32]([O:34][CH3:35])=[O:33])=[C:30]2[C:25]([CH:26]3[CH2:36][CH:27]3[CH2:28][O:29]2)=[CH:24][CH:23]=1>C(Cl)Cl.N1C=CC=CC=1>[CH2:1]([N:3]1[CH2:8][CH2:7][CH:6]([CH2:9][C:10]2[CH:15]=[C:14]([F:16])[CH:13]=[CH:12][C:11]=2[S:17]([NH:21][C:22]2[C:31]([C:32]([O:34][CH3:35])=[O:33])=[C:30]3[C:25]([CH:26]4[CH2:36][CH:27]4[CH2:28][O:29]3)=[CH:24][CH:23]=2)(=[O:19])=[O:18])[CH2:5][CH2:4]1)[CH3:2]. The product is C(C)N1CCC(CC1)CC1=C(C=CC(=C1)F)S(=O)(=O)NC1=CC=C2C3C(COC2=C1C(=O)OC)C3 (methyl (1aRS,7bSR)-5-[2-(1-ethyl-piperidin-4-ylmethyl)-4-fluorobenzenesulfonylamino]-1,1a,2,7b-tetrahydrocyclopropa-[c]chromene-4-carboxylate). The reactants are N1=CC=C(C=C1)B(O)O (pyridin-4-ylboronic acid), BrC1=C(N=C(N1COCC[Si](C)(C)C)N1CCN(CC1)S(=O)(=O)CC)C=1C=C(C(=NC1)N)OC (5-(5-bromo-2-(4-(ethylsulfonyl)piperazin-1-yl)-1-((2-(trimethylsilyl)ethoxy)methyl)-1H-imidazol-4-yl)-3-methoxypyridin-2-amine). Reagents/catalysts: C=1C=CC(=CC1)[P](C=2C=CC=CC2)(C=3C=CC=CC3)[Pd]([P](C=4C=CC=CC4)(C=5C=CC=CC5)C=6C=CC=CC6)([P](C=7C=CC=CC7)(C=8C=CC=CC8)C=9C=CC=CC9)[P](C=1C=CC=CC1)(C=1C=CC=CC1)C=1C=CC=CC1 (Tetrakis(triphenylphosphine)palladium(0)). Solvent: COCCOC (DME), C(=O)([O-])[O-].[Na+].[Na+] (Na2CO3). Product: C(C)S(=O)(=O)N1CCN(CC1)C=1N(C(=C(N1)C=1C=C(C(=NC1)N)OC)C1=CC=NC=C1)COCC[Si](C)(C)C (5-(2-(4-(ethylsulfonyl)piperazin-1-yl)-5-(pyridin-4-yl)-1-((2-(trimethylsilyl)ethoxy)methyl)-1H-imidazol-4-yl)-3-methoxypyridin-2-amine). Reaction SMILES: [N:1]1[CH:6]=[CH:5][C:4](B(O)O)=[CH:3][CH:2]=1.Br[C:11]1[N:15]([CH2:16][O:17][CH2:18][CH2:19][Si:20]([CH3:23])([CH3:22])[CH3:21])[C:14]([N:24]2[CH2:29][CH2:28][N:27]([S:30]([CH2:33][CH3:34])(=[O:32])=[O:31])[CH2:26][CH2:25]2)=[N:13][C:12]=1[C:35]1[CH:36]=[C:37]([O:42][CH3:43])[C:38]([NH2:41])=[N:39][CH:40]=1>COCCOC.C([O-])([O-])=O.[Na+].[Na+].C1C=CC([P]([Pd]([P](C2C=CC=CC=2)(C2C=CC=CC=2)C2C=CC=CC=2)([P](C2C=CC=CC=2)(C2C=CC=CC=2)C2C=CC=CC=2)[P](C2C=CC=CC=2)(C2C=CC=CC=2)C2C=CC=CC=2)(C2C=CC=CC=2)C2C=CC=CC=2)=CC=1>[CH2:33]([S:30]([N:27]1[CH2:28][CH2:29][N:24]([C:14]2[N:15]([CH2:16][O:17][CH2:18][CH2:19][Si:20]([CH3:23])([CH3:22])[CH3:21])[C:11]([C:4]3[CH:5]=[CH:6][N:1]=[CH:2][CH:3]=3)=[C:12]([C:35]3[CH:36]=[C:37]([O:42][CH3:43])[C:38]([NH2:41])=[N:39][CH:40]=3)[N:13]=2)[CH2:25][CH2:26]1)(=[O:32])=[O:31])[CH3:34] |f:3.4.5,^1:59,61,80,99|. Procedure details: A mixture of pyridin-4-ylboronic acid (17.0 mg, 0.14 mmol) and 5-(5-bromo-2-(4-(ethylsulfonyl)piperazin-1-yl)-1-((2-(trimethylsilyl)ethoxy)methyl)-1H-imidazol-4-yl)-3-methoxypyridin-2-amine (26.5 mg, 0.05 mmol) in DME (1.5 mL) and 2.0 M aqueous Na2CO3 (0.5 mL) was sparged with Ar for 2 min. Tetrakis(triphenylphosphine)palladium(0) (10.6 mg, 9.2 μmol) was added. The mixture was sparged with Ar for an additional 2 min and was irradiated in a sealed tube in a microwave reactor at 115° C. for 15 min... Reactants: BrC=1C=C(C(=NC1)Cl)N (5-bromo-2-chloropyridin-3-amine), N1CCOCC1 (morpholine), CCOC(=O)C (EtOAc), S(=O)(=O)(Cl)Cl (sulfuryl chloride). The reagents and catalysts are CN(C1=CC=NC=C1)C (4-dimethylaminopyridine). Run in N1=CC=CC=C1 (pyridine). Run at temperature -30 celsius, time 10 minute. The product is BrC=1C=C(C(=NC1)Cl)NS(=O)(=O)N1CCOCC1 (N-(5-Bromo-2-Chloropyridin-3-yl)Morpholine-4-Sulfonamide). The yield is 46.5%. RXN SMILES: [Br:1][C:2]1[CH:3]=[C:4]([NH2:9])[C:5]([Cl:8])=[N:6][CH:7]=1.[NH:10]1[CH2:15][CH2:14][O:13][CH2:12][CH2:11]1.[S:16](Cl)(Cl)(=[O:18])=[O:17].CCOC(C)=O>N1C=CC=CC=1.CN(C)C1C=CN=CC=1>[Br:1][C:2]1[CH:3]=[C:4]([NH:9][S:16]([N:10]2[CH2:15][CH2:14][O:13][CH2:12][CH2:11]2)(=[O:18])=[O:17])[C:5]([Cl:8])=[N:6][CH:7]=1. Reported procedure: To a solution of 5-bromo-2-chloropyridin-3-amine (Small Molecules, Inc.) (1.000 g, 4.82 mmol) in pyridine (8 mL) was added 4-dimethylaminopyridine (Aldrich) (0.147 g, 1.205 mmol) and morpholine (Aldrich) (0.546 mL, 6.27 mmol). The reaction mixture was cooled to −30° C. and allowed the mixture to stir for 10 minutes. Then sulfuryl chloride (Aldrich) (0.586 mL, 7.23 mmol) was added dropwise into the reaction mixture. After the addition, the mixture was allowed to stir an additional 20 min. in the ...